This data is from the Open Reaction Database (ORD), a public repository of structured organic reaction records. The task is: describe an organic reaction: reactants, conditions, products, and yield Starting materials: COC(=O)Cc1cccc(Oc2ccc(C(F)(F)F)cc2C=O)c1, CN. Product: CNCc1cc(C(F)(F)F)ccc1Oc1cccc(CC(=O)OC)c1. Reaction SMILES: [CH3:1][O:2][C:3]([CH2:4][c:5]1[cH:6][c:7]([O:11][c:12]2[c:13]([CH:22]=[O:23])[cH:14][c:15]([C:18]([F:19])([F:20])[F:21])[cH:16][cH:17]2)[cH:8][cH:9][cH:10]1)=[O:24].[CH3:25][NH2:26]>>[CH3:1][O:2][C:3]([CH2:4][c:5]1[cH:6][c:7]([O:11][c:12]2[c:13]([CH2:22][NH:26][CH3:25])[cH:14][c:15]([C:18]([F:19])([F:20])[F:21])[cH:16][cH:17]2)[cH:8][cH:9][cH:10]1)=[O:24]. Reactants: C(C)(C)(C)OC(=O)N(C1CN(C1)C(=O)OC(C)(C)C)CC(=O)OCC (tert-butyl 3-(tert-butoxycarbonyl(2-ethoxy-2-oxoethyl)amino)azetidine-1-carboxylate), NN (hydrazine). Solvent: C(C)O (ethanol). Reaction conditions: temperature 80 celsius, time 17 hour. The product is C(C)(C)(C)OC(=O)N(C1CN(C1)C(=O)OC(C)(C)C)CC(=O)NN (tert-butyl 3-(tert-butoxycarbonyl(2-hydrazinyl-2-oxoethyl)amino)azetidine-1-carboxylate). Isolated yield 92.9%. As a reaction SMILES: [C:1]([O:5][C:6]([N:8]([CH2:20][C:21](OCC)=[O:22])[CH:9]1[CH2:12][N:11]([C:13]([O:15][C:16]([CH3:19])([CH3:18])[CH3:17])=[O:14])[CH2:10]1)=[O:7])([CH3:4])([CH3:3])[CH3:2].[NH2:26][NH2:27]>C(O)C>[C:1]([O:5][C:6]([N:8]([CH2:20][C:21]([NH:26][NH2:27])=[O:22])[CH:9]1[CH2:10][N:11]([C:13]([O:15][C:16]([CH3:19])([CH3:18])[CH3:17])=[O:14])[CH2:12]1)=[O:7])([CH3:4])([CH3:3])[CH3:2]. Procedure details: A mixture of tert-butyl 3-(tert-butoxycarbonyl(2-ethoxy-2-oxoethyl)amino)azetidine-1-carboxylate (7.2 g, 20 mmol), hydrazine (5.0 g, 100 mmol) and ethanol (50 mL) was stirred at 80° C. for 17 hrs. The reaction mixture was then concentrated to afford the crude tert-butyl 3-(tert-butoxycarbonyl(2-hydrazinyl-2-oxoethyl)amino)azetidine-1-carboxylate (6.4 g, 94%) as a white solid, which was used directly in the next step. ESI-MS (EI+, m/z): 345.0 [M+H]+. Starting materials: ClC=1N=CC2=C(N(CC(C(N2C)=O)(F)F)C2CCC2)N1 (2-chloro-9-cyclobutyl-7,7-difluoro-5-methyl-5,7,8,9-tetrahydro-pyrimido[4,5-b][1,4]diazepin-6-one), O.C=1(C(=CC=CC1)S(=O)(=O)O)C (toluenesulfonic acid monohydrate), NC1=C(C=C(C(=O)NCCN(C)C)C=C1)OC (4-amino-N-(2-dimethylamino-ethyl)-3-methoxy-benzamide). The solvent is C(C)(C)O (isopropanol). The product is C1(CCC1)N1C2=C(N(C(C(C1)(F)F)=O)C)C=NC(=N2)NC2=C(C=C(C(=O)NCCCN(C)C)C=C2)OC (4-(9-cyclobutyl-7,7-difluoro-5-methyl-6-oxo-6,7,8,9-tetrahydro-5H-pyrimido[4,5-b][1,4]diazepin-2-ylamino)-N-(3-dimethylamino-propyl)-3-methoxy-benzamide). The yield is 66.5%. Reaction SMILES: Cl[C:2]1[N:3]=[CH:4][C:5]2[N:11]([CH3:12])[C:10](=[O:13])[C:9]([F:15])([F:14])[CH2:8][N:7]([CH:16]3[CH2:19][CH2:18][CH2:17]3)[C:6]=2[N:20]=1.O.C1(C)C(S(O)(=O)=O)=CC=CC=1.[NH2:33][C:34]1[CH:47]=[CH:46][C:37]([C:38]([NH:40][CH2:41][CH2:42]N(C)C)=[O:39])=[CH:36][C:35]=1[O:48][CH3:49]>C(O)(C)C>[CH:16]1([N:7]2[CH2:8][C:9]([F:15])([F:14])[C:10](=[O:13])[N:11]([CH3:12])[C:5]3[CH:4]=[N:3][C:2]([NH:33][C:34]4[CH:47]=[CH:46][C:37]([C:38]([NH:40][CH2:41][CH2:42][CH2:6][N:7]([CH3:16])[CH3:8])=[O:39])=[CH:36][C:35]=4[O:48][CH3:49])=[N:20][C:6]2=3)[CH2:19][CH2:18][CH2:17]1 |f:1.2|. Reported procedure: A mixture of 0.0638 g (0.211 mmole) 2-chloro-9-cyclobutyl-7,7-difluoro-5-methyl-5,7,8,9-tetrahydro-pyrimido[4,5-b][1,4]diazepin-6-one (VII-1), 0.0601 g (0.32 mmole) of toluenesulfonic acid monohydrate, 0.053 g (0.211 mmole) of 4-amino-N-(2-dimethylamino-ethyl)-3-methoxy-benzamide and 1 mL of isopropanol was heated in a sealed vessel at 140 degrees for 20 hours, cooled and concentrated under reduced pressure. The residue taken up in ethyl acetate and washed successively with 50 mL of saturated aq... Reactants: [OH-].[Li+] (Lithium hydroxide), C(CCC)C=1SC=C(N1)C(=O)OCC (ethyl 2-butylthiazole-4-carboxylate), Cl (hydrochloric acid). Solvent: C1CCOC1 (THF), O (water). Reaction conditions: time 16 hour. Yields the product C(CCC)C=1SC=C(N1)C(=O)O (2-Butylthiazole-4-carboxylic acid). Reaction SMILES: [OH-].[Li+].[CH2:3]([C:7]1[S:8][CH:9]=[C:10]([C:12]([O:14]CC)=[O:13])[N:11]=1)[CH2:4][CH2:5][CH3:6].Cl>C1COCC1.O>[CH2:3]([C:7]1[S:8][CH:9]=[C:10]([C:12]([OH:14])=[O:13])[N:11]=1)[CH2:4][CH2:5][CH3:6] |f:0.1|. Procedure details: Lithium hydroxide (5.00 g) was added to a stirred mixture of ethyl 2-butylthiazole-4-carboxylate (example 78, step f) (6.50 g) in THF (80 mL) and water (20 mL). After 16 h, concentrated hydrochloric acid (10 mL) was added and the solution concentrated to ˜40 mL. The reaction mixture was partitioned between ethyl acetate and brine. The aqueous layer was extracted three times with ethyl acetate. The combined organic layers were dried over magnesium sulphate, filtered and evaporated in vacuo to giv... Reactants: C(C(C)C)C1=CC=C(C=C1)C(C(=O)O)C (2-(4'-isobutylphenyl)propionic acid), Li2PdCl4, C(C)(=O)OC=C (vinyl acetate). Conditions: time 8 hour. Product: C(C(C)C)C1=CC=C(C=C1)C(C(=O)OC=C)C (vinyl 2-(4'-isobutylphenyl)propionate). The yield is 82.0%. RXN SMILES: [CH2:1]([C:5]1[CH:10]=[CH:9][C:8]([CH:11]([CH3:15])[C:12]([OH:14])=[O:13])=[CH:7][CH:6]=1)[CH:2]([CH3:4])[CH3:3].[C:16](OC=C)(=O)[CH3:17]>>[CH2:1]([C:5]1[CH:6]=[CH:7][C:8]([CH:11]([CH3:15])[C:12]([O:14][CH:16]=[CH2:17])=[O:13])=[CH:9][CH:10]=1)[CH:2]([CH3:4])[CH3:3]. Reported procedure: 100 g of 2-(4'-isobutylphenyl)propionic acid (ibuprofen) were taken up in 1 l of vinyl acetate and heated under reflux to boiling in the presence of 2 g of Li2PdCl4 and 20 g of active carbon. The reaction was followed by thin layer chromatography. After 8 hours, the catalyst was filtered off and the filtrate was concentrated to dryness. After filtration through silica gel using hexane:ethyl acetate (10:1), 92.7 g (39.9 mmol; 82%) of vinyl 2-(4'-isobutylphenyl)propionate were obtained as a clear ... Starting materials: C1(CCCCC1)NC(=O)NC=1N=C2C(=NC1)N(C=C2)COCC[Si](C)(C)C (1-Cyclohexyl-3-[5-(2-trimethylsilanyl-ethoxymethyl)-5H-pyrrolo[2,3-b]pyrazin-2-yl]-urea), C1CC(=O)N(C1=O)I (NIS). Run in CC(=O)C (acetone). Conditions: time 4 hour. The product is C1(CCCCC1)NC(=O)NC=1N=C2C(=NC1)N(C=C2I)COCC[Si](C)(C)C (1-cyclohexyl-3-[7-iodo-5-(2-trimethylsilanyl-ethoxymethyl)-5H-pyrrolo[2,3-b]pyrazin-2-yl]-urea). Yield: 41.2%. As a reaction SMILES: [CH:1]1([NH:7][C:8]([NH:10][C:11]2[N:12]=[C:13]3[CH:19]=[CH:18][N:17]([CH2:20][O:21][CH2:22][CH2:23][Si:24]([CH3:27])([CH3:26])[CH3:25])[C:14]3=[N:15][CH:16]=2)=[O:9])[CH2:6][CH2:5][CH2:4][CH2:3][CH2:2]1.C1C(=O)N([I:35])C(=O)C1>CC(C)=O>[CH:1]1([NH:7][C:8]([NH:10][C:11]2[N:12]=[C:13]3[C:19]([I:35])=[CH:18][N:17]([CH2:20][O:21][CH2:22][CH2:23][Si:24]([CH3:27])([CH3:26])[CH3:25])[C:14]3=[N:15][CH:16]=2)=[O:9])[CH2:6][CH2:5][CH2:4][CH2:3][CH2:2]1. Procedure details: The mixture of 1-Cyclohexyl-3-[5-(2-trimethylsilanyl-ethoxymethyl)-5H-pyrrolo[2,3-b]pyrazin-2-yl]-urea (2.67 g) and NIS (742 mg, 3.30 mmol) in 12 mL of acetone was stirred at RT for 4 hr, filtered, and washed with small amount of acetone. The solid was dried under high vacuum to give 701 mg of 1-cyclohexyl-3-[7-iodo-5-(2-trimethylsilanyl-ethoxymethyl)-5H-pyrrolo[2,3-b]pyrazin-2-yl]-urea as an off-white solid (45% yield for 2 steps). Starting materials: C(CC)C1=CC=C(C=C1)C1=NOC2=C1CCC1=CC(=CC=C12)C=C (3-(4-propylphenyl)-7-vinyl-4,5-dihydronaphtho[2,1-d]isoxazole), C[N+]1(CCOCC1)[O-] (N-methylmorpholine-N-oxide), I(=O)(=O)(=O)[O-].[Na+] (sodium periodate). The reagents and catalysts are [Os](=O)(=O)(=O)=O (osmium tetroxide). Reported procedure: To 3-(4-propylphenyl)-7-vinyl-4,5-dihydronaphtho[2,1-d]isoxazole (Preparation 20D, 0.205 g, 0.650 mmol) in THF (2 mL) were added sequentially N-methylmorpholine-N-oxide (0.3 mL, 0.650 mmol) and osmium tetroxide (0.102 mL, 0.013 mmol) at room temperature. The contents were stirred at room temperature for 85 h. Next, sodium periodate (0.209 g, 0.975 mmol) dissolved in 1.5 mL of water was added at room temperature and the reaction mixture was stirred at room temperature for 1 h. The reaction mixtur... Conditions: time 85 hour. Yields the product C(CC)C1=CC=C(C=C1)C1=NOC2=C1CCC1=CC(=CC=C12)C=O (3-(4-propylphenyl)-4,5-dihydronaphtho[2,1-d]isoxazole-7-carbaldehyde). The yield is 92.2%. As a reaction SMILES: [CH2:1]([C:4]1[CH:9]=[CH:8][C:7]([C:10]2[C:14]3[CH2:15][CH2:16][C:17]4[C:22]([C:13]=3[O:12][N:11]=2)=[CH:21][CH:20]=[C:19]([CH:23]=C)[CH:18]=4)=[CH:6][CH:5]=1)[CH2:2][CH3:3].C[N+]1([O-])CC[O:29]CC1.I([O-])(=O)(=O)=O.[Na+]>C1COCC1.O.[Os](=O)(=O)(=O)=O>[CH2:1]([C:4]1[CH:5]=[CH:6][C:7]([C:10]2[C:14]3[CH2:15][CH2:16][C:17]4[C:22]([C:13]=3[O:12][N:11]=2)=[CH:21][CH:20]=[C:19]([CH:23]=[O:29])[CH:18]=4)=[CH:8][CH:9]=1)[CH2:2][CH3:3] |f:2.3|. Run in C1CCOC1 (THF), O (water). Reactants: C(C)C1=CC(=C(OC2=C(C=C(C(=O)N3CC(NCC3)=O)C=C2)F)C=C1F)OC (4-[4-(4-Ethyl-5-fluoro-2-methoxyphenoxy)-3-fluorobenzoyl] piperazin-2-one), [OH-].[K+] (KOH), C(C)OC(=O)Cl (ethylchlorocarbonate). Run in C(C)#N (acetonitrile). Reaction conditions: time 1 hour. Product: C(OC1=C(C=C(C(=C1)CC)F)OC1=C(C=C(C=C1)C(=O)N1CC(NCC1)=O)F)(OCC)=O (4-Fluoro-2-{2-fluoro-4-[(3-oxopiperazin-1-yl)carbonyl] phenoxy}-5-ethylphenyl ethyl carbonate), solid. The yield is 46.0%. Reaction SMILES: [CH2:1]([C:3]1[C:25]([F:26])=[CH:24][C:6]([O:7][C:8]2[CH:22]=[CH:21][C:11]([C:12]([N:14]3[CH2:19][CH2:18][NH:17][C:16](=[O:20])[CH2:15]3)=[O:13])=[CH:10][C:9]=2[F:23])=[C:5]([O:27][CH3:28])[CH:4]=1)[CH3:2].[OH-:29].[K+].[CH2:31]([O:33]C(Cl)=O)[CH3:32]>C(#N)C>[C:28](=[O:29])([O:33][CH2:31][CH3:32])[O:27][C:5]1[CH:4]=[C:3]([CH2:1][CH3:2])[C:25]([F:26])=[CH:24][C:6]=1[O:7][C:8]1[CH:22]=[CH:21][C:11]([C:12]([N:14]2[CH2:19][CH2:18][NH:17][C:16](=[O:20])[CH2:15]2)=[O:13])=[CH:10][C:9]=1[F:23] |f:1.2|. Reported procedure: To a solution of 4-[4-(4-ethyl-5-fluoro-2-hydroxyphenoxy)-3-fluorobenzoyl]piperazin-2-one (20 mg, 0.053 mmol; which may be prepared as described in D3) in acetonitrile (550 μL) was added KOH (3 mg, 0.053 mmol) followed by ethylchlorocarbonate (6 μL, 0.058 mmol). After 1 hour at room temperature, the mixture was quenched with water. The aqueous layer was extracted twice with ethyl acetate. The organic phase was dried over sodium sulphate, filtered and concentrated under vacuum. The residue was pu... The reactants are OS(=O)(=O)O (H2SO4), C(C)(=O)C=1C=C(C(=O)OC)C=C(C1O)Br (methyl 3-acetyl-5-bromo-4-hydroxybenzoate), C[Si](C)(C)[N-][Si](C)(C)C.[Li+] (lithium bis(trimethylsilyl)amide), C(=S)=S (Carbon disulfide), S (H2S). Run in C(Cl)Cl (DCM), O (Water), C1CCOC1 (THF). Reaction conditions: temperature -5 celsius, time 2 hour. Product: BrC=1C=C(C=C2C(=CC(OC12)=S)O)C(=O)OC (methyl 8-bromo-4-hydroxy-2-thioxo-2H-chromene-6-carboxylate). The yield is 63.5%. As a reaction SMILES: [C:1]([C:4]1[CH:5]=[C:6]([CH:11]=[C:12]([Br:15])[C:13]=1[OH:14])[C:7]([O:9][CH3:10])=[O:8])(=[O:3])[CH3:2].C[Si]([N-][Si](C)(C)C)(C)C.[Li+].[C:26](=S)=[S:27].OS(O)(=O)=O.S>C1COCC1.C(Cl)Cl.O>[Br:15][C:12]1[CH:11]=[C:6]([C:7]([O:9][CH3:10])=[O:8])[CH:5]=[C:4]2[C:13]=1[O:14][C:26](=[S:27])[CH:2]=[C:1]2[OH:3] |f:1.2|. Procedure details: To a suspension of methyl 3-acetyl-5-bromo-4-hydroxybenzoate (70 g, 243.52 mmol) in THF (700 mL) at −50° C. under nitrogen (flask equipped with a bleach trap) was added lithium bis(trimethylsilyl)amide (828 ml, 828 mmol). The dark solution was allowed to warm to −5° C. and stirred for 2 h. Carbon disulfide (22 mL, 365 mmol) was added in one portion to the solution at −20° C. then the mixture was stirred at room temperature overnight. Water (700 mL) was added, the THF layers was washed with water... The reactants are CCCC[N+](CCCC)(CCCC)CCCC, Cc1cc(C)c2c3c([nH]c2c1)-c1ccc(F)cc1C3, [I-], CI, [Na+], [OH-], O, c1ccccc1. The product is Cc1cc(C)c2c3c(n(C)c2c1)-c1ccc(F)cc1C3. Reaction SMILES: [CH2:31]([N+:32]([CH2:33][CH2:34][CH2:35][CH3:36])([CH2:37][CH2:38][CH2:39][CH3:40])[CH2:41][CH2:42][CH2:43][CH3:44])[CH2:45][CH2:46][CH3:47].[F:1][c:2]1[cH:3][c:4]2[c:17]([cH:18][cH:19]1)-[c:7]1[c:6]([c:14]3[c:9]([nH:8]1)[cH:10][c:11]([CH3:16])[cH:12][c:13]3[CH3:15])[CH2:5]2.[I-:30].[I:22][CH3:23].[Na+:21].[OH-:20].[OH2:48].[cH:24]1[cH:25][cH:26][cH:27][cH:28][cH:29]1>>[F:1][c:2]1[cH:3][c:4]2[c:17]([cH:18][cH:19]1)-[c:7]1[c:6]([c:14]3[c:9]([n:8]1[CH3:23])[cH:10][c:11]([CH3:16])[cH:12][c:13]3[CH3:15])[CH2:5]2.